From a dataset of the Open Reaction Database (ORD), a public repository of structured organic reaction records. describe an organic reaction: reactants, conditions, products, and yield Starting materials: C[O-].[Na+] (sodium methoxide), C(OC)(OC)=O (dimethyl carbonate), C1(=CC=CC=C1)C1=CC=C2CCCC(C2=C1)=O (7-phenyl-1-tetralone), Cl (hydrochloric acid), B.[Na] (sodium boron hydride). Run in CO (methanol), O (water), ClCCl (dichloromethane). Reaction conditions: temperature 0 celsius, time 4 hour. The product is C1(=CC=CC=C1)C1=CC=C2CCC(=CC2=C1)C(=O)O (7-phenyl-3,4-dihydronaphthalene-2-carboxylic acid). Reaction SMILES: C[O-].[Na+].[C:4](=[O:9])(OC)[O:5]C.[C:10]1([C:16]2[CH:25]=[C:24]3[C:19]([CH2:20][CH2:21][CH2:22][C:23]3=O)=[CH:18][CH:17]=2)[CH:15]=[CH:14][CH:13]=[CH:12][CH:11]=1.Cl.B.[Na]>ClCCl.O.CO>[C:10]1([C:16]2[CH:25]=[C:24]3[C:19]([CH2:20][CH2:21][C:22]([C:4]([OH:5])=[O:9])=[CH:23]3)=[CH:18][CH:17]=2)[CH:11]=[CH:12][CH:13]=[CH:14][CH:15]=1 |f:0.1,5.6,^1:28|. Procedure details: A mixture of sodium methoxide (18.3 g), dimethyl carbonate (107 ml) and 7-phenyl-1-tetralone (15.1 g) was refluxed for 30 minutes. The reaction mixture was cooled to 0° C. To the mixture was gradually added 3N hydrochloric acid (200 ml), and the mixture was extracted with ethyl acetate. The organic layer was washed with saturated sodium chloride solution, dried with anhydrous sodium sulfate and concentrated under reduced pressure to give a brown solid. The solid was dissolved in dichloromethane ...